describe an organic reaction: reactants, conditions, products, and yield From a dataset of the Open Reaction Database (ORD), a public repository of structured organic reaction records. Starting materials: CCOC(=O)CC(=O)[O-], O=C=O, C1CCNCC1, COc1ccc(C=O)c(OC)c1, Cl, c1ccncc1. Product: CCOC(=O)C=Cc1ccc(OC)cc1OC. Reaction SMILES: [C:13]([CH2:14][C:15]([O-:16])=[O:17])(=[O:18])[O:19][CH2:20][CH3:21].[C:28](=[O:29])=[O:30].[CH2:22]1[CH2:23][CH2:24][NH:25][CH2:26][CH2:27]1.[CH3:1][O:2][c:3]1[c:4]([CH:5]=[O:6])[cH:7][cH:8][c:9]([O:11][CH3:12])[cH:10]1.[ClH:31].[cH:32]1[cH:33][cH:34][n:35][cH:36][cH:37]1>>[CH3:1][O:2][c:3]1[c:4]([CH:5]=[CH:14][C:13](=[O:18])[O:19][CH2:20][CH3:21])[cH:7][cH:8][c:9]([O:11][CH3:12])[cH:10]1. The reactants are IC=1C=C(N)C=CC1 (3-iodoaniline), Cl (hydrochloric acid). The product is Cl.IC=1C=C([NH3+])C=CC1 (3-iodoanilinium hydrochloride). RXN SMILES: [I:1][C:2]1[CH:3]=[C:4]([CH:6]=[CH:7][CH:8]=1)[NH2:5].[ClH:9]>>[ClH:9].[I:1][C:2]1[CH:3]=[C:4]([CH:6]=[CH:7][CH:8]=1)[NH3+:5] |f:2.3|. Procedure: 46.00 g (0.21 mol) of 3-iodoaniline were admixed with 100 ml of 15% strength hydrochloric acid. The 3-iodoanilinium hydrochloride formed was filtered off with suction, recrystallized from water and dried under reduced pressure (yield: 52.57 g=98%). The total amount of the anilinium salt was mixed with 14.42 g (0.205 mol) of dimethylcyanamide and heated at 130° C. for 10 minutes on an oil bath. After the reaction had abated, the reaction mixture was cooled, admixed with 100 ml of water and the wa... Reactants: O=CO, Clc1ncc(I)c(Cl)n1, [K+], O, N#C[S-]. Product: N#CSc1nc(Cl)ncc1I. Reaction SMILES: [CH:14]([OH:15])=[O:16].[Cl:1][c:2]1[n:3][cH:4][c:5]([I:9])[c:6]([Cl:8])[n:7]1.[K+:10].[OH2:17].[S-:11][C:12]#[N:13]>>[Cl:1][c:2]1[n:3][cH:4][c:5]([I:9])[c:6]([S:11][C:12]#[N:13])[n:7]1. Reactants: C[Mg+], CI, O=CC1CCSc2[nH]c3ccccc3c21, [Cl-], [I-], [Mg], [NH4+], O, c1ccccc1. The product is CC(O)C1CCSc2[nH]c3ccccc3c21. Reaction SMILES: [CH3:2][Mg+:3].[CH3:5][I:6].[CH:7](=[O:8])[CH:9]1[CH2:10][CH2:11][S:12][c:13]2[nH:14][c:15]3[cH:16][cH:17][cH:18][cH:19][c:20]3[c:21]21.[Cl-:22].[I-:1].[Mg:4].[NH4+:23].[OH2:30].[cH:24]1[cH:25][cH:26][cH:27][cH:28][cH:29]1>>[CH3:2][CH:7]([OH:8])[CH:9]1[CH2:10][CH2:11][S:12][c:13]2[nH:14][c:15]3[cH:16][cH:17][cH:18][cH:19][c:20]3[c:21]21.